This data is from the Open Reaction Database (ORD), a public repository of structured organic reaction records. The task is: describe an organic reaction: reactants, conditions, products, and yield Reactants: O=C([O-])[O-], CN(C)C=O, BrC1CCCC1, Cl, [K+], [K+], O, COc1ccc(C(=O)O)cc1S. The product is COc1ccc(C(=O)O)cc1SC1CCCC1. As a reaction SMILES: [C:13](=[O:14])([O-:15])[O-:16].[CH3:26][N:27]([CH3:28])[CH:29]=[O:30].[CH:19]1([Br:24])[CH2:20][CH2:21][CH2:22][CH2:23]1.[ClH:25].[K+:17].[K+:18].[OH2:31].[SH:1][c:2]1[cH:3][c:4]([C:5](=[O:6])[OH:7])[cH:8][cH:9][c:10]1[O:11][CH3:12]>>[S:1]([c:2]1[cH:3][c:4]([C:5](=[O:6])[OH:7])[cH:8][cH:9][c:10]1[O:11][CH3:12])[CH:19]1[CH2:20][CH2:21][CH2:22][CH2:23]1. Starting materials: ClC1=CC=C2C=CNC2=C1Cl (6,7-Dichloroindole), C(#N)[BH3-].[Na+] (sodium cyanoborohydride). Run in C(C)(=O)O (acetic acid). Yields the product ClC1=CC=C2CCNC2=C1Cl (6,7-Dichloroindoline). Isolated yield 67.0%. RXN SMILES: [Cl:1][C:2]1[C:10]([Cl:11])=[C:9]2[C:5]([CH:6]=[CH:7][NH:8]2)=[CH:4][CH:3]=1.C([BH3-])#N.[Na+]>C(O)(=O)C>[Cl:1][C:2]1[C:10]([Cl:11])=[C:9]2[C:5]([CH2:6][CH2:7][NH:8]2)=[CH:4][CH:3]=1 |f:1.2|. Procedure: 6,7-Dichloroindole (D33) was reduced in the usual way with sodium cyanoborohydride in glacial acetic acid to give the title compound (D34) (1.14 g, 67%). Reactants: CNc1ncc2c(n1)N(C1CCN(C(=O)OC(C)(C)C)CC1)C(=O)N(c1c(F)c(OC)cc(OC)c1F)C2, CNc1ncc2c(n1)N(C1CCNCC1)C(=O)N(c1c(Cl)c(OC)cc(OC)c1Cl)C2, O=C(O)C(F)(F)F. Product: CNc1ncc2c(n1)N(C1CCNCC1)C(=O)N(c1c(F)c(OC)cc(OC)c1F)C2. RXN SMILES: [C:39]([O:40][C:41](=[O:42])[N:46]1[CH2:47][CH2:48][CH:49]([N:52]2[C:53](=[O:76])[N:54]([c:64]3[c:65]([F:75])[c:66]([O:73][CH3:74])[cH:67][c:68]([O:71][CH3:72])[c:69]3[F:70])[CH2:55][c:56]3[c:57]2[n:58][c:59]([NH:62][CH3:63])[n:60][cH:61]3)[CH2:50][CH2:51]1)([CH3:43])([CH3:44])[CH3:45].[Cl:8][c:9]1[c:10]([O:11][CH3:12])[cH:13][c:14]([O:15][CH3:16])[c:17]([Cl:18])[c:19]1[N:20]1[CH2:21][c:22]2[c:23]([n:24][c:25]([NH:26][CH3:27])[n:28][cH:29]2)[N:30]([CH:31]2[CH2:32][CH2:33][NH:34][CH2:35][CH2:36]2)[C:37]1=[O:38].[OH:1][C:2]([C:3]([F:4])([F:5])[F:6])=[O:7]>>[NH:46]1[CH2:47][CH2:48][CH:49]([N:52]2[C:53](=[O:76])[N:54]([c:64]3[c:65]([F:75])[c:66]([O:73][CH3:74])[cH:67][c:68]([O:71][CH3:72])[c:69]3[F:70])[CH2:55][c:56]3[c:57]2[n:58][c:59]([NH:62][CH3:63])[n:60][cH:61]3)[CH2:50][CH2:51]1. Starting materials: NC1=NC(=NC(=N1)Cl)NC (2-Amino-4-chloro-6-methylamino-1,3,5-triazine), [OH-].[K+] (Potassium hydroxide), FC(CO)(F)F (2,2,2-trifluoroethanol). Run at time 8 hour. Product: NC1=NC(=NC(=N1)NC)OCC(F)(F)F (2-Amino-4-methylamino-6-trifluoroethoxy-1,3,5-triazine). As a reaction SMILES: [NH2:1][C:2]1[N:7]=[C:6](Cl)[N:5]=[C:4]([NH:9][CH3:10])[N:3]=1.[OH-].[K+].[F:13][C:14]([F:18])([F:17])[CH2:15][OH:16]>>[NH2:1][C:2]1[N:3]=[C:4]([NH:9][CH3:10])[N:5]=[C:6]([O:16][CH2:15][C:14]([F:18])([F:17])[F:13])[N:7]=1 |f:1.2|. Reported procedure: 2-Amino-4-chloro-6-methylamino-1,3,5-triazine (0.2 mole) was slurried in 80 ml of 2,2,2-trifluoroethanol at room temperature. Potassium hydroxide pellets (0.2 mole) were added portionwise and the mixture was stirred at room temperature overnight. The following day the reaction was heated at gentle reflux for 2 hours during which time the solids gradually dissolved. The solution was cooled and the solvent was removed under vacuum. The residue was washed with water and filtered to give 20.9 g shin... The reactants are O=C([O-])[O-], [K+], [K+], Cc1ccc([N+](=O)[O-])cc1Nc1nc(O)cc(-c2cccnc2)n1, O=P(Cl)(Cl)Cl. The product is Cc1ccc([N+](=O)[O-])cc1Nc1nc(Cl)cc(-c2cccnc2)n1. RXN SMILES: [C:25](=[O:26])([O-:27])[O-:28].[K+:29].[K+:30].[OH:1][c:2]1[cH:3][c:4](-[c:19]2[cH:20][n:21][cH:22][cH:23][cH:24]2)[n:5][c:6]([NH:8][c:9]2[c:10]([CH3:18])[cH:11][cH:12][c:13]([N+:15](=[O:16])[O-:17])[cH:14]2)[n:7]1.[P:31]([Cl:32])([Cl:33])([Cl:34])=[O:35]>>[c:2]1([Cl:33])[cH:3][c:4](-[c:19]2[cH:20][n:21][cH:22][cH:23][cH:24]2)[n:5][c:6]([NH:8][c:9]2[c:10]([CH3:18])[cH:11][cH:12][c:13]([N+:15](=[O:16])[O-:17])[cH:14]2)[n:7]1.